From a dataset of the Open Reaction Database (ORD), a public repository of structured organic reaction records. describe an organic reaction: reactants, conditions, products, and yield Starting materials: C(=O)(OC(C)(C)C)NC1(CC1)C(=O)O (N-boc-amino-cyclopropanecarboxylic acid), C(=O)(N1C=NC=C1)N1C=NC=C1 (carbonyldiimidazole), OC(CC(=N)NO)C (3,N-dihydroxy-butyramidine). Run in CN(C)C=O (DMF), CN(C)C=O (DMF), O (water). Reaction conditions: time 30 minute. Yields the product C(C)(C)(C)OC(NC1(CC1)C1=NC(=NO1)CC(C)O)=O ({1-[3-(2-hydroxy-propyl)-1,2,4-oxadiazol-5-yl]-cyclopropyl}-carbamic acid tert-butyl ester). Isolated yield 34.3%. As a reaction SMILES: [C:1]([NH:8][C:9]1([C:12]([OH:14])=O)[CH2:11][CH2:10]1)([O:3][C:4]([CH3:7])([CH3:6])[CH3:5])=[O:2].C(N1C=CN=C1)(N1C=CN=C1)=O.[OH:27][CH:28]([CH3:34])[CH2:29][C:30]([NH:32]O)=[NH:31]>CN(C=O)C.O>[C:4]([O:3][C:1](=[O:2])[NH:8][C:9]1([C:12]2[O:14][N:32]=[C:30]([CH2:29][CH:28]([OH:27])[CH3:34])[N:31]=2)[CH2:10][CH2:11]1)([CH3:5])([CH3:6])[CH3:7]. Procedure details: To a solution of N-boc-amino-cyclopropanecarboxylic acid (500 mg, 2.49 mmol) in 2 mL of DMF at 0° C. was added carbonyldiimidazole (403 mg, 2.49 mmol). The reaction mixture was stirred at room temperature for 30 min, and 3,N-dihydroxy-butyramidine (480 mg, 4.06 mmol) was added as a solution in 2 mL of DMF. The pale yellow, faintly cloudy reaction mixture was stirred at room temperature for 30 min and then heated at 100° C. for 15 h. After cooling to room temperature, the reaction mixture was dil... The reactants are [Br-], Brc1ccc(Br)nc1, O=C([O-])O, C1CCOC1, [Mg+]C1CC1, [Cl-], [Cl-], [Fe+2], [Na+], Cl[Pd]Cl, [Zn+2], c1ccc(P(c2ccccc2)[c-]2cccc2)cc1, c1ccc(P(c2ccccc2)[c-]2cccc2)cc1. Yields the product Brc1ccc(C2CC2)nc1. RXN SMILES: [Br-:6].[Br:11][c:12]1[n:13][cH:14][c:15]([Br:18])[cH:16][cH:17]1.[C:19](=[O:20])([OH:21])[O-:22].[CH2:1]1[O:2][CH2:3][CH2:4][CH2:5]1.[CH:7]1([Mg+:10])[CH2:8][CH2:9]1.[Cl-:24].[Cl-:26].[Fe+2:66].[Na+:23].[Pd:27]([Cl:28])[Cl:29].[Zn+2:25].[cH:30]1[cH:31][cH:32][c:33]([P:34]([c:35]2[cH:36][cH:37][cH:38][cH:39][cH:40]2)[c-:41]2[cH:42][cH:43][cH:44][cH:45]2)[cH:46][cH:47]1.[cH:48]1[cH:49][cH:50][c:51]([P:52]([c:53]2[cH:54][cH:55][cH:56][cH:57][cH:58]2)[c-:59]2[cH:60][cH:61][cH:62][cH:63]2)[cH:64][cH:65]1>>[CH:7]1([c:12]2[n:13][cH:14][c:15]([Br:18])[cH:16][cH:17]2)[CH2:8][CH2:9]1. Reactants: ClC(=O)OCC1=CC=CC=2C3=CC=CC=C3CC12 (fluorenylmethyl chloroformate), C1(=CC=C(C=C1)S(=O)(=O)O)C.C1(=CC=CC=C1)C1(CCNCC1)C(=O)O (4-phenyl-4-piperidine-carboxylic acid p-toluenesulfonic acid salt). Run in O1CCOCC1 (dioxane), O1CCOCC1 (dioxane), C(=O)([O-])[O-].[Na+].[Na+] (Na2CO3), O (water). Run at time 3 hour. Product: N1CCC(CC1)C(=O)O (4-PIPERIDINE CARBOXYLIC ACID). Reaction SMILES: C1(C)C=CC(S(O)(=O)=O)=CC=1.C1([C:18]2([C:24]([OH:26])=[O:25])[CH2:23][CH2:22][NH:21][CH2:20][CH2:19]2)C=CC=CC=1.ClC(OCC1C2CC3C(=CC=CC=3)C=2C=CC=1)=O>C([O-])([O-])=O.[Na+].[Na+].O1CCOCC1.O>[NH:21]1[CH2:22][CH2:23][CH:18]([C:24]([OH:26])=[O:25])[CH2:19][CH2:20]1 |f:0.1,3.4.5|. Procedure: To a suspension of 3.77 g (10 mmol) of 4-phenyl-4-piperidine-carboxylic acid p-toluenesulfonic acid salt (commercially available) in 31 ml of 10% Na2CO3 and 15 ml of dioxane was added at 0° C. a solution of 2.58 g (10 mmol) of fluorenylmethyl chloroformate in 20 ml of dioxane dropwise. The reacion mixture was stirred for 3 hours, diluted with 50 ml of water and extracted with EtOAc (3×20 ml). The aqueous phase was acidified with conc HCl while stirring vigorously in an ice bath. The resulting so... Reactants: C(C1=CC=CC=C1)(=O)C(=O)OCC (ethyl benzoylformate), C(C=C)[Si](C)(C)C (allyl trimethylsilane), [Sn](Cl)(Cl)(Cl)Cl (tin chloride). Run in C(Cl)Cl (methylene chloride). Conditions: time 5 minute. Yields the product C1(=CC=CC=C1)C1(OCCC1)C(=O)O (2-Phenyl-2-tetrahydrofuroic Acid), OC(C(=O)OCC)(CC=C)C1=CC=CC=C1 (2-hydroxyl-2-phenyl-4-pentenoic acid, ethyl ester). Isolated yield 77.8%. As a reaction SMILES: [C:1]([C:9]([O:11][CH2:12][CH3:13])=[O:10])(=[O:8])[C:2]1[CH:7]=[CH:6][CH:5]=[CH:4][CH:3]=1.[CH2:14]([Si](C)(C)C)[CH:15]=[CH2:16].[Sn](Cl)(Cl)(Cl)Cl>C(Cl)Cl>[C:2]1([C:1]2([C:9]([OH:11])=[O:10])[CH2:16][CH2:15][CH2:14][O:8]2)[CH:3]=[CH:4][CH:5]=[CH:6][CH:7]=1.[OH:8][C:1]([C:2]1[CH:7]=[CH:6][CH:5]=[CH:4][CH:3]=1)([CH2:16][CH:15]=[CH2:14])[C:9]([O:11][CH2:12][CH3:13])=[O:10]. Reported procedure: The title compound was prepared according to a literature procedure (T. Akiyama, K. Ishikawa and S. Ozaki, Chemistry letters 1994, 627). To a solution of ethyl benzoylformate (2.5 g, 14.0 mmol) and allyl trimethylsilane (2.7 ml, 16.9 mmol) in 31 ml of methylene chloride (anhydrous) at −78° C. was added 1.6 ml of tin chloride (14.28 mmol) dropwise. The cooling bath was removed after the addition was complete. After the reaction mixture was stirred at room temperature for 5 min., TLC showed the re... Reactants: CC1CNCCN1, ClCCl, O=C(Cl)OCc1ccccc1. The product is CC1CN(C(=O)OCc2ccccc2)CCN1. As a reaction SMILES: [CH3:1][CH:2]1[NH:3][CH2:4][CH2:5][NH:6][CH2:7]1.[Cl:19][CH2:20][Cl:21].[Cl:8][C:9](=[O:10])[O:11][CH2:12][c:13]1[cH:14][cH:15][cH:16][cH:17][cH:18]1>>[CH3:1][CH:2]1[NH:3][CH2:4][CH2:5][N:6]([C:9](=[O:10])[O:11][CH2:12][c:13]2[cH:14][cH:15][cH:16][cH:17][cH:18]2)[CH2:7]1. Isolated yield 84.0%. As a reaction SMILES: [Cl:1][C:2]1[CH:7]=[CH:6][C:5]([N:8]([CH3:37])[C:9]2[N:10]=[C:11]([C:27]3[C:28]([CH3:36])=[N:29][N:30]4[CH:35]=[CH:34][CH:33]=[CH:32][C:31]=34)[S:12][C:13]=2[C:14]2[N:18]=[CH:17][N:16](COCC[Si](C)(C)C)[N:15]=2)=[CH:4][CH:3]=1.Cl.O1CCOCC1.O>>[Cl:1][C:2]1[CH:3]=[CH:4][C:5]([N:8]([CH3:37])[C:9]2[N:10]=[C:11]([C:27]3[C:28]([CH3:36])=[N:29][N:30]4[CH:35]=[CH:34][CH:33]=[CH:32][C:31]=34)[S:12][C:13]=2[C:14]2[NH:18][CH:17]=[N:16][N:15]=2)=[CH:6][CH:7]=1. The reactants are ClC1=CC=C(C=C1)N(C=1N=C(SC1C1=NN(C=N1)COCC[Si](C)(C)C)C=1C(=NN2C1C=CC=C2)C)C (N-(4-chlorophenyl)-N-methyl-2-(2-methylpyrazolo[1,5-a]pyridin-3-yl)-5-(1-{[2-(trimethylsilyl)ethoxy]methyl}-1H-1,2,4-triazol-3-yl)-1,3-thiazol-4-amine), Cl (Hydrochloric acid), O1CCOCC1 (1,4-dioxane), O (Water). Product: ClC1=CC=C(C=C1)N(C=1N=C(SC1C1=NN=CN1)C=1C(=NN2C1C=CC=C2)C)C (N-(4-chlorophenyl)-N-methyl-2-(2-methylpyrazolo[1,5-a]pyridin-3-yl)-5-(4H-1,2,4-triazol-3-yl)-1,3-thiazol-4-amine). Procedure: N-(4-chlorophenyl)-N-methyl-2-(2-methylpyrazolo[1,5-a]pyridin-3-yl)-5-(1-{[2-(trimethylsilyl)ethoxy]methyl}-1H-1,2,4-triazol-3-yl)-1,3-thiazol-4-amine (0.0566 g, 0.102 mmol) was treated with 4 M of Hydrochloric acid in 1,4-dioxane (6.0 mL, 24 mmol) and Water (1.0 mL, 56 mmol) at 35° C. to r.t. for 42 hours. The reaction solution was rotavaped, azeotroped with MeOH to give a crude residue. The material was dissolved in small amount of MeOH, diluted with Et2O, filtered to give a solid product. (0.... Reactants: 3, OCC1CC(N(C1)[C@H](C(=O)OC(C)(C)C)CC)=O (tert-butyl (2S)-2-[4-(hydroxymethyl)-2-oxo-1-pyrrolidinyl]butanoate), C(C1=CC=CC=C1)Br (benzyl bromide), [H-].[Na+] (sodium hydride). The solvent is CN(C)C=O (DMF), CN(C)C=O (DMF), CN(C)C=O (DMF). Run at temperature 0 celsius, time 10 minute. Product: C(C1=CC=CC=C1)OCC1CC(N(C1)[C@H](C(=O)OC(C)(C)C)CC)=O (tert-butyl (2S)-2-{4-[(benzyloxy)methyl]-2-oxo-1-pyrrolidinyl}butanoate). Yield: 37.1%. As a reaction SMILES: [H-].[Na+].[OH:3][CH2:4][CH:5]1[CH2:9][N:8]([C@@H:10]([CH2:18][CH3:19])[C:11]([O:13][C:14]([CH3:17])([CH3:16])[CH3:15])=[O:12])[C:7](=[O:20])[CH2:6]1.[CH2:21](Br)[C:22]1[CH:27]=[CH:26][CH:25]=[CH:24][CH:23]=1>CN(C=O)C>[CH2:21]([O:3][CH2:4][CH:5]1[CH2:9][N:8]([C@@H:10]([CH2:18][CH3:19])[C:11]([O:13][C:14]([CH3:15])([CH3:16])[CH3:17])=[O:12])[C:7](=[O:20])[CH2:6]1)[C:22]1[CH:27]=[CH:26][CH:25]=[CH:24][CH:23]=1 |f:0.1|. Reported procedure: In a 100 ml 3 necked flask, fitted with magnetic stirrer and reflux condenser under inert atmosphere, 1.1 g (60%, 27.5 mmoles, 1.1 eq) of sodium hydride are suspended in 60 ml of DMF and the mixture cooled down to 0° C. 6.37 g (24.8 mmoles, 1 eq) of tert-butyl (2S)-2-[4-(hydroxymethyl)-2-oxo-1-pyrrolidinyl]butanoate 398 in 10 ml of DMF are added cautiously. After 10 min, 3.3 ml (4.75 g, 27.8 mmoles, 1 eq) of benzyl bromide in 10 ml of DMF are added, and stirring continued for 30 min at 0° C., fo... The reactants are BrCCCCCC(=O)O (6-bromohexanoic acid), [N-]=[N+]=[N-].[Na+] (NaN3). Product: N(=[N+]=[N-])CCCCCC(=O)O (6-Azidohexanoic acid). RXN SMILES: Br[CH2:2][CH2:3][CH2:4][CH2:5][CH2:6][C:7]([OH:9])=[O:8].[N-:10]=[N+:11]=[N-:12].[Na+]>>[N:10]([CH2:2][CH2:3][CH2:4][CH2:5][CH2:6][C:7]([OH:9])=[O:8])=[N+:11]=[N-:12] |f:1.2|. Procedure: Reaction of 6-bromohexanoic acid and NaN3, as described for the synthesis of 6, gave 6-Azidohexanoic acid 9. Saponification was not necessary. Used without further purification.